Dataset: the Open Reaction Database (ORD), a public repository of structured organic reaction records. Task: describe an organic reaction: reactants, conditions, products, and yield Reactants: C(CCC)C=1N(C(=C(N1)Cl)CO)CC1=CC=C(C=C1)C1=C(C=CC=C1)C#N (2-butyl-4-chloro-1-[(2'-cyanobiphenyl-4-yl)methyl]-5-(hydroxymethyl)imidazole), C(CCCCCCC)[Sn](CCCCCCCC)(CCCCCCCC)N=[N+]=[N-] (trioctyltin azide), C1(=CC=CC=C1)C (toluene). Solvent: CN(C=O)C (dimethylformamide). Reaction conditions: temperature 115 celsius, time 24 hour. The product is C(CCC)C=1N(C(=C(N1)Cl)CO)CC1=CC=C(C=C1)C1=C(C=CC=C1)C1=NN=NN1 (2-butyl-4-chloro-5-(hydroxymethyl)-1-[[2'-(1H-tetrazol-5-yl)biphenyl-4-yl]methyl]imidazole). Isolated yield 94.7%. Reaction SMILES: [CH2:1]([C:5]1[N:6]([CH2:13][C:14]2[CH:19]=[CH:18][C:17]([C:20]3[CH:25]=[CH:24][CH:23]=[CH:22][C:21]=3[C:26]#[N:27])=[CH:16][CH:15]=2)[C:7]([CH2:11][OH:12])=[C:8]([Cl:10])[N:9]=1)[CH2:2][CH2:3][CH3:4].C([Sn]([N:53]=[N+:54]=[N-:55])(CCCCCCCC)CCCCCCCC)CCCCCCC.C1(C)C=CC=CC=1>CN(C)C=O>[CH2:1]([C:5]1[N:6]([CH2:13][C:14]2[CH:15]=[CH:16][C:17]([C:20]3[CH:25]=[CH:24][CH:23]=[CH:22][C:21]=3[C:26]3[NH:55][N:54]=[N:53][N:27]=3)=[CH:18][CH:19]=2)[C:7]([CH2:11][OH:12])=[C:8]([Cl:10])[N:9]=1)[CH2:2][CH2:3][CH3:4]. Procedure details: A mixture of 5 g of 2-butyl-4-chloro-1-[(2'-cyanobiphenyl-4-yl)methyl]-5-(hydroxymethyl)imidazole, 30.2 g of trioctyltin azide (tri-n-octyltin azide), 25 ml of toluene and 1 ml of dimethylformamide was stirred for 24 hours at 115° C. in nitrogen streams. The reaction mixture was, after cooling, concentrated, and there were added 40 ml of ethanol and a solution of 5.2 g of sodium nitrite in 19 ml of water, whose pH was adjusted at 3.4 with conc. hydrochloric acid. The resultant mixture was subjec...